This data is from the Open Reaction Database (ORD), a public repository of structured organic reaction records. The task is: describe an organic reaction: reactants, conditions, products, and yield Starting materials: C (charcoal), C1CN1CC(CN2C=CN=C2[N+](=O)[O-])O (RSU-1069), Cl (hydrochloric acid), ice water. Run in CC(=O)C (acetone). The product is Cl.[N+](=O)([O-])C=1N(C=CN1)CC(CNCCCl)O (1-(2-nitro-1-imidazolyl)-3-(2-chloroethylamino)-2-propanol hydrochloride). Isolated yield 66.3%. RXN SMILES: [CH2:1]1[N:3]([CH2:4][CH:5]([OH:15])[CH2:6][N:7]2[C:11]([N+:12]([O-:14])=[O:13])=[N:10][CH:9]=[CH:8]2)[CH2:2]1.[ClH:16].C>CC(C)=O>[ClH:16].[N+:12]([C:11]1[N:7]([CH2:6][CH:5]([OH:15])[CH2:4][NH:3][CH2:2][CH2:1][Cl:16])[CH:8]=[CH:9][N:10]=1)([O-:14])=[O:13] |f:4.5|. Procedure details: A solution of 1-(2-nitro-1-imidazolyl)-3-(1-aziridino)-2-propanol (2.12 g, 10.0 mmol) in acetone (20 cm3) prepared as described in Example 1(a) was stirred at 0°-5° C. using external ice-water cooling. Concentrated aqueous hydrochloric acid (38% w/w HCl, 2.0 cm3) was added in one portion. The mixture was treated with decolourising charcoal (0.3 g), filtered and chilled to give 1-(2-nitro-1-imidazolyl)-3-(2-chloroethylamino)-2-propanol hydrochloride (1.89 g, 66.3%) as a pale yellow microcrystalli... Starting materials: FC(C1=CC=C(C=N1)[SH-]C(OCC)=S)(F)F (O-ethyl S-[6-(trifluoromethyl)pyridin-3-yl]dithiocarbonate). Run in C(C)O (ethanol), [OH-].[Na+] (sodium hydroxide). Reaction conditions: temperature 50 celsius, time 2 hour. The product is FC(C1=CC=C(C=N1)S)(F)F (6-(trifluoromethyl)pyridin-3-thiol), crude product. RXN SMILES: [F:1][C:2]([F:16])([F:15])[C:3]1[N:8]=[CH:7][C:6]([SH-:9]C(=S)OCC)=[CH:5][CH:4]=1>C(O)C.[OH-].[Na+]>[F:16][C:2]([F:1])([F:15])[C:3]1[N:8]=[CH:7][C:6]([SH:9])=[CH:5][CH:4]=1 |f:2.3|. Procedure details: To a solution of O-ethyl S-[6-(trifluoromethyl)pyridin-3-yl]dithiocarbonate (2.67 g, 10.0 mmol) in ethanol (30 ml), 1 N aqueous sodium hydroxide (30 ml) was added, and the resulting mixture was stirred for 2 hours at 50° C. The reaction mixture was cooled to room temperature, and washed with methylene chloride. Subsequently, the aqueous layer was acidified with 1 N hydrochloric acid, and was extracted with methylene chloride. The organic layer was dried over anhydrous sodium sulfate and filtered... Reactants: C(C)(=O)OCC (ethyl acetate), [OH-].C[N+](C)(C)C (tetramethylammonium hydroxide), silanes, C[Si](OCC)(OCC)OCC (methyl triethoxysilane), silanes, CS(=O)(=O)C(O[Si](OC)(OC)C1=CC=CC=C1)C (methylsulfonyl methylphenyl trimethoxysilane), Cl (hydrochloric acid). The solvent is O (water), CC(=O)C (acetone), CC(=O)C (acetone). Conditions: time 240 minute. Yields the product C(C)(=O)OC(COC)C (propylene glycol monomethyl ether acetate). RXN SMILES: [OH-].C[N+](C)(C)C.C[Si](OCC)(OCC)[O:9][CH2:10]C.CS(C(C)O[Si]([C:29]1[CH:34]=[CH:33]C=CC=1)(OC)OC)(=O)=O.Cl.[C:37]([O:40]CC)(=[O:39])[CH3:38]>O.CC(C)=O>[C:37]([O:40][CH:34]([CH3:29])[CH2:33][O:9][CH3:10])(=[O:39])[CH3:38] |f:0.1|. Procedure details: Into a 200 mL flask equipped with a stirrer, a thermometer, and a condenser tube, 4.07 g of a 35% by weight tetramethylammonium hydroxide aqueous solution and 28.94 g of acetone were charged to prepare a reaction solvent. A mixture solution of 6.02 g (70 mol % in all silanes) of methyl triethoxysilane, 4.18 g (30 mol % in all silanes) of methylsulfonyl methylphenyl trimethoxysilane, and 4.18 g of acetone was prepared. While the reaction solvent was stirred with a magnetic stirrer, the mixture so...